From a dataset of the Open Reaction Database (ORD), a public repository of structured organic reaction records. describe an organic reaction: reactants, conditions, products, and yield The reactants are BrCc1ccccc1, O=C([O-])[O-], CCOC(C)=O, [Cs+], [Cs+], CN(C)C=O, O=C(O)c1ccc(S(=O)(=O)NCc2ccco2)cc1. Product: O=C(O)c1ccc(S(=O)(=O)N(Cc2ccccc2)Cc2ccco2)cc1. As a reaction SMILES: [Br:26][CH2:27][c:28]1[cH:29][cH:30][cH:31][cH:32][cH:33]1.[C:20](=[O:21])([O-:22])[O-:23].[CH3:39][CH2:40][O:41][C:42](=[O:43])[CH3:44].[Cs+:24].[Cs+:25].[O:34]=[CH:35][N:36]([CH3:37])[CH3:38].[o:1]1[c:2]([CH2:6][NH:7][S:8](=[O:9])(=[O:10])[c:11]2[cH:12][cH:13][c:14]([C:15](=[O:16])[OH:17])[cH:18][cH:19]2)[cH:3][cH:4][cH:5]1>>[o:1]1[c:2]([CH2:6][N:7]([S:8](=[O:9])(=[O:10])[c:11]2[cH:12][cH:13][c:14]([C:15](=[O:16])[OH:17])[cH:18][cH:19]2)[CH2:27][c:28]2[cH:29][cH:30][cH:31][cH:32][cH:33]2)[cH:3][cH:4][cH:5]1. The reactants are COC=1C=C2CCC(NC2=CC1)C(=O)OC ((±)-6-methoxy-2-methoxycarbonyl-1,2,3,4-tetrahydroquinoline), ClC(=O)OCC (ethyl chloroformate), C([O-])([O-])=O.[K+].[K+] (potassium carbonate). Run in ClCCl (dichloromethane). Product: COC=1C=C2CCC(N(C2=CC1)C(=O)OCC)C(=O)OC (Ethyl (±)-6-methoxy-2-methoxycarbonyl-1,2,3,4-tetrahydroquinoline-1-carboxylate). Yield: 67.3%. RXN SMILES: [CH3:1][O:2][C:3]1[CH:4]=[C:5]2[C:10](=[CH:11][CH:12]=1)[NH:9][CH:8]([C:13]([O:15][CH3:16])=[O:14])[CH2:7][CH2:6]2.Cl[C:18]([O:20][CH2:21][CH3:22])=[O:19].C(=O)([O-])[O-].[K+].[K+]>ClCCl>[CH3:1][O:2][C:3]1[CH:4]=[C:5]2[C:10](=[CH:11][CH:12]=1)[N:9]([C:18]([O:20][CH2:21][CH3:22])=[O:19])[CH:8]([C:13]([O:15][CH3:16])=[O:14])[CH2:7][CH2:6]2 |f:2.3.4|. Procedure: To a solution of 69.3 g (0,313 mol) of (±)-6-methoxy-2-methoxycarbonyl-1,2,3,4-tetrahydroquinoline and 39 ml (0.407 mol) of ethyl chloroformate in 1400 ml of dichloromethane are added 85 g (0.63 mol) of potassium carbonate, and the mixture is heated at reflux for 18 h. The mixture is filtered, the filtrate is concentrated under reduced pressure and the residue is chromatographed on a column of silica, with a 3/7 mixture of ethyl acetate and cyclohexane. 80.4 g of product are obtained in the form... Starting materials: COC(=O)c1ccc(CBr)cc1, CC#N, [Ca+2], [F-], [F-], [F-], [K+]. The product is COC(=O)c1ccc(CF)cc1. Reaction SMILES: [Br:1][CH2:2][c:3]1[cH:4][cH:5][c:6]([C:7](=[O:8])[O:9][CH3:10])[cH:11][cH:12]1.[CH3:18][C:19]#[N:20].[Ca+2:16].[F-:13].[F-:15].[F-:17].[K+:14]>>[CH2:2]([c:3]1[cH:4][cH:5][c:6]([C:7](=[O:8])[O:9][CH3:10])[cH:11][cH:12]1)[F:13]. Starting materials: CCN=C=NCCCN(C)C, ClCCl, Cl, Nc1ccc2ccncc2c1, O=C(O)c1ccc(-c2ccccc2)cc1. The product is O=C(Nc1ccc2ccncc2c1)c1ccc(-c2ccccc2)cc1. Reaction SMILES: [CH3:28][N:29]([CH3:30])[CH2:31][CH2:32][CH2:33][N:34]=[C:35]=[N:36][CH2:37][CH3:38].[Cl:39][CH2:40][Cl:41].[ClH:27].[NH2:1][c:2]1[cH:3][cH:4][c:5]2[cH:6][cH:7][n:8][cH:9][c:10]2[cH:11]1.[c:12]1(-[c:21]2[cH:22][cH:23][cH:24][cH:25][cH:26]2)[cH:13][cH:14][c:15]([C:18](=[O:19])[OH:20])[cH:16][cH:17]1>>[NH:1]([c:2]1[cH:3][cH:4][c:5]2[cH:6][cH:7][n:8][cH:9][c:10]2[cH:11]1)[C:18]([c:15]1[cH:14][cH:13][c:12](-[c:21]2[cH:22][cH:23][cH:24][cH:25][cH:26]2)[cH:17][cH:16]1)=[O:19]. Reactants: O=C(O)c1cccc2c(Br)cc(Br)cc12, ClCCl, COCN, [Cl-], Cl, CN(C)C=O, O=S(Cl)Cl. Product: CC(=O)c1cccc2c(Br)cc(Br)cc12. Reaction SMILES: [Br:11][c:12]1[c:13]2[cH:14][cH:15][cH:16][c:17]([C:23](=[O:24])[OH:25])[c:18]2[cH:19][c:20]([Br:22])[cH:21]1.[CH2:31]([Cl:32])[Cl:33].[CH3:27][O:28][CH2:29][NH2:30].[Cl-:10].[ClH:26].[O:5]=[CH:6][N:7]([CH3:8])[CH3:9].[S:1]([Cl:2])([Cl:3])=[O:4]>>[CH3:6][C:23]([c:17]1[cH:16][cH:15][cH:14][c:13]2[c:12]([Br:11])[cH:21][c:20]([Br:22])[cH:19][c:18]21)=[O:25]. Starting materials: CN(C)CC=1SC=C(N1)CSCCN (2-[2-dimethylaminomethyl-4-thiazolylmethylthio]ethylamine), [N+](=O)([O-])NC1=NC(=C(C(N1)=O)CC=1C=NC=CC1)C (2-nitroamino-5-(3-pyridyl)methyl-6-methyl-4-pyrimidone). The solvent is C(C)O (ethanol), C(C)O (ethanol). Yields the product CN(C)CC=1SC=C(N1)CSCCNC1=NC(=C(C(N1)=O)CC=1C=NC=CC1)C (2-[2-(2-dimethylaminomethyl-4-thiazolylmethylthio)ethyl]amino-5-(3-pyridyl)methyl-6-methyl-4-pyrimidone). As a reaction SMILES: [CH3:1][N:2]([CH2:4][C:5]1[S:6][CH:7]=[C:8]([CH2:10][S:11][CH2:12][CH2:13][NH2:14])[N:9]=1)[CH3:3].[N+](N[C:19]1[NH:24][C:23](=[O:25])[C:22]([CH2:26][C:27]2[CH:28]=[N:29][CH:30]=[CH:31][CH:32]=2)=[C:21]([CH3:33])[N:20]=1)([O-])=O>C(O)C>[CH3:3][N:2]([CH2:4][C:5]1[S:6][CH:7]=[C:8]([CH2:10][S:11][CH2:12][CH2:13][NH:14][C:19]2[NH:24][C:23](=[O:25])[C:22]([CH2:26][C:27]3[CH:28]=[N:29][CH:30]=[CH:31][CH:32]=3)=[C:21]([CH3:33])[N:20]=2)[N:9]=1)[CH3:1]. Reported procedure: A reaction mixture was prepared from 1.16 g. of 2-[2-dimethylaminomethyl-4-thiazolylmethylthio]ethylamine, 1.31 g. of 2-nitroamino-5-(3-pyridyl)methyl-6-methyl-4-pyrimidone and 25 ml. of anhydrous ethanol. The reaction mixture was heated at reflux temperature for about 5 days after which time the ethanol was removed by evaporation. The residue was chromatographed using high pressure liquid gradient elution chromatography (silica-ethanol/ethyl acetate/ammonium hydroxide). Fractions containing 2-[...